From a dataset of the Open Reaction Database (ORD), a public repository of structured organic reaction records. describe an organic reaction: reactants, conditions, products, and yield The reactants are [H-], [Na+], CN(C)C=O, CCOC(=O)C1C2OC3COC(C)(C)OC3C(O)C21, NS(=O)(=O)Cl. Yields the product CCOC(=O)C1C2OC3COC(C)(C)OC3C(OS(N)(=O)=O)C21. As a reaction SMILES: [H-:21].[Na+:20].[O:27]=[CH:28][N:29]([CH3:30])[CH3:31].[OH:1][CH:2]1[CH:3]2[CH:4]([O:5][CH:6]3[CH:7]1[O:8][C:9]([CH3:12])([CH3:13])[O:10][CH2:11]3)[CH:14]2[C:15](=[O:16])[O:17][CH2:18][CH3:19].[S:22]([NH2:23])(=[O:24])(=[O:25])[Cl:26]>>[O:1]([CH:2]1[CH:3]2[CH:4]([O:5][CH:6]3[CH:7]1[O:8][C:9]([CH3:12])([CH3:13])[O:10][CH2:11]3)[CH:14]2[C:15](=[O:16])[O:17][CH2:18][CH3:19])[S:22]([NH2:23])(=[O:24])=[O:25]. The reactants are O=C(O)C(=O)c1ccc(SC2CC2)c(Br)c1, Cl, [K+], NN, [OH-], O. The product is O=C(O)Cc1ccc(SC2CC2)c(Br)c1. As a reaction SMILES: [Br:4][c:5]1[cH:6][c:7]([C:15]([C:16](=[O:17])[OH:18])=[O:19])[cH:8][cH:9][c:10]1[S:11][CH:12]1[CH2:13][CH2:14]1.[ClH:22].[K+:21].[NH2:2][NH2:3].[OH-:20].[OH2:1]>>[Br:4][c:5]1[cH:6][c:7]([CH2:15][C:16](=[O:17])[OH:18])[cH:8][cH:9][c:10]1[S:11][CH:12]1[CH2:13][CH2:14]1. Reactants: CCO, Clc1ccc2nc(-c3ccccc3)c(-c3ccncc3)n2n1, C1CCN(C2CCNCC2)C1. Yields the product c1ccc(-c2nc3ccc(N4CCC(N5CCCC5)CC4)nn3c2-c2ccncc2)cc1. Reaction SMILES: [CH3:34][CH2:35][OH:36].[Cl:1][c:2]1[cH:3][cH:4][c:5]2[n:6]([n:7]1)[c:8](-[c:17]1[cH:18][cH:19][n:20][cH:21][cH:22]1)[c:9](-[c:11]1[cH:12][cH:13][cH:14][cH:15][cH:16]1)[n:10]2.[N:23]1([CH:28]2[CH2:29][CH2:30][NH:31][CH2:32][CH2:33]2)[CH2:24][CH2:25][CH2:26][CH2:27]1>>[c:2]1([N:31]2[CH2:30][CH2:29][CH:28]([N:23]3[CH2:24][CH2:25][CH2:26][CH2:27]3)[CH2:33][CH2:32]2)[cH:3][cH:4][c:5]2[n:6]([n:7]1)[c:8](-[c:17]1[cH:18][cH:19][n:20][cH:21][cH:22]1)[c:9](-[c:11]1[cH:12][cH:13][cH:14][cH:15][cH:16]1)[n:10]2.